Dataset: the Open Reaction Database (ORD), a public repository of structured organic reaction records. Task: describe an organic reaction: reactants, conditions, products, and yield Reactants: CC(=O)SCC(C)C(=O)O, COC(=O)C1NCCS1, C(=NC1CCCCC1)=NC1CCCCC1, ClCCl, On1nnc2ccccc21. Yields the product COC(=O)C1SCCN1C(=O)C(C)CSC(C)=O. As a reaction SMILES: [C:35]([CH3:36])(=[O:37])[S:38][CH2:39][CH:40]([C:41](=[O:42])[OH:43])[CH3:44].[CH3:1][O:2][C:3](=[O:4])[CH:5]1[S:6][CH2:7][CH2:8][NH:9]1.[CH:20]1([N:21]=[C:22]=[N:23][CH:24]2[CH2:25][CH2:26][CH2:27][CH2:28][CH2:29]2)[CH2:30][CH2:31][CH2:32][CH2:33][CH2:34]1.[Cl:45][CH2:46][Cl:47].[OH:10][n:11]1[c:12]2[cH:13][cH:14][cH:15][cH:16][c:17]2[n:18][n:19]1>>[CH3:1][O:2][C:3](=[O:4])[CH:5]1[S:6][CH2:7][CH2:8][N:9]1[C:41]([CH:40]([CH2:39][S:38][C:35]([CH3:36])=[O:37])[CH3:44])=[O:42]. Reactants: O=C([O-])[O-], COc1ccc(CCNC(C)C)cc1OC, [I-], [K+], [K+], [K+], O=[N+]([O-])c1ccc(OCCBr)c(-n2cccc2)c1, CN(C)C=O, O. The product is COc1ccc(CCN(CCOc2ccc([N+](=O)[O-])cc2-n2cccc2)C(C)C)cc1OC. As a reaction SMILES: [C:37](=[O:38])([O-:39])[O-:40].[CH3:1][O:2][c:3]1[cH:4][c:5]([CH2:11][CH2:12][NH:13][CH:14]([CH3:15])[CH3:16])[cH:6][cH:7][c:8]1[O:9][CH3:10].[I-:36].[K+:35].[K+:41].[K+:42].[N+:17](=[O:18])([O-:19])[c:20]1[cH:21][c:22](-[n:30]2[cH:31][cH:32][cH:33][cH:34]2)[c:23]([O:24][CH2:25][CH2:26][Br:27])[cH:28][cH:29]1.[O:43]=[CH:44][N:45]([CH3:46])[CH3:47].[OH2:48]>>[CH3:1][O:2][c:3]1[cH:4][c:5]([CH2:11][CH2:12][N:13]([CH:14]([CH3:15])[CH3:16])[CH2:26][CH2:25][O:24][c:23]2[c:22](-[n:30]3[cH:31][cH:32][cH:33][cH:34]3)[cH:21][c:20]([N+:17](=[O:18])[O-:19])[cH:29][cH:28]2)[cH:6][cH:7][c:8]1[O:9][CH3:10]. Starting materials: [N+](=O)([O-])C=1C=C(C#N)C=C(C1)[N+](=O)[O-] (3,5-dinitrobenzonitrile), Cl (hydrogen chloride), C(C)O (ethanol). Product: Cl.[N+](=O)([O-])C=1C=C(C(OCC)=N)C=C(C1)[N+](=O)[O-] (Ethyl 3,5-dinitrobenzimidate hydrochloride), target compound. Yield: 96.0%. RXN SMILES: [N+:1]([C:4]1[CH:5]=[C:6]([CH:9]=[C:10]([N+:12]([O-:14])=[O:13])[CH:11]=1)[C:7]#[N:8])([O-:3])=[O:2].[ClH:15].[CH2:16]([OH:18])[CH3:17]>>[ClH:15].[N+:1]([C:4]1[CH:5]=[C:6]([CH:9]=[C:10]([N+:12]([O-:14])=[O:13])[CH:11]=1)[C:7](=[NH:8])[O:18][CH2:16][CH3:17])([O-:3])=[O:2] |f:3.4|. Reported procedure: Ethyl 3,5-dinitrobenzimidate hydrochloride was synthesized in the same manner as in Reference Example 2. That is, 3,5-dinitrobenzonitrile (25.2 g, 0.130 mol) was treated with hydrogen chloride in ethanol (250 mL) to give 34.5 g (96%) of the target compound as pale-brown crystals. Starting materials: liquid, N (ammonia), Cl.CON=CC1=CC=C(C(C(=O)O)=C1)O (5-methoxyiminomethylsalicylic acid hydrochloride). The solvent is CO (methanol). Reaction conditions: time 8 hour. Yields the product C(N)(=N)C1=CC=C(C(C(=O)O)=C1)O (5-amidinosalicylic acid). As a reaction SMILES: [NH3:1].Cl.CO[N:5]=[CH:6][C:7]1[CH:15]=[C:11]([C:12]([OH:14])=[O:13])[C:10]([OH:16])=[CH:9][CH:8]=1>CO>[C:6]([C:7]1[CH:15]=[C:11]([C:12]([OH:14])=[O:13])[C:10]([OH:16])=[CH:9][CH:8]=1)(=[NH:5])[NH2:1] |f:1.2|. Procedure: To a mixture of 40 ml of methanol and 20 ml of liquid ammonia, was added 4.0 g of 5-methoxyiminomethylsalicylic acid hydrochloride. The mixture was stirred overnight at room temperature. A colorless gelatinous substance precipitated from the reaction mixture was washed with methanol, and washed with a water-acetone (20 ml-80 ml) mixture to obtain 2.6 g of 5-amidinosalicylic acid. Conditions: temperature -20 celsius, time 40 minute. The yield is 74.2%. As a reaction SMILES: C([Mg]Cl)(C)C.Br[C:7]1[C:8]([C:28]([F:31])([F:30])[F:29])=[N:9][N:10]([CH:22]2[CH2:27][CH2:26][CH2:25][CH2:24][CH2:23]2)[C:11]=1[C:12]1[CH:13]=[CH:14][C:15]2[O:20][CH2:19][CH2:18][CH2:17][C:16]=2[CH:21]=1.Cl[C:33](=[O:39])[C:34]([O:36][CH2:37][CH3:38])=[O:35]>O1CCCC1.O>[CH:22]1([N:10]2[C:11]([C:12]3[CH:13]=[CH:14][C:15]4[O:20][CH2:19][CH2:18][CH2:17][C:16]=4[CH:21]=3)=[C:7]([C:33](=[O:39])[C:34]([O:36][CH2:37][CH3:38])=[O:35])[C:8]([C:28]([F:31])([F:30])[F:29])=[N:9]2)[CH2:27][CH2:26][CH2:25][CH2:24][CH2:23]1. Run in O1CCCC1 (tetrahydrofuran), O1CCCC1 (tetrahydrofuran), O (water). Procedure: Under nitrogen, isopropyl magnesium chloride 2M in tetrahydrofuran (0.47 mL, 0.94 mmol) was dropwise added to a solution of 4-bromo-1-cyclohexyl-5-(3,4-dihydro-2H-1-benzopyran-6-yl)-3-(trifluoromethyl)-1H-pyrazole (54b) (134 mg, 0.31 mmol) in anhydrous tetrahydrofuran (1.0 mL), previously cooled to −20° C. After 90 minutes stirring at the same temperature, ethyl chlorooxoacetate (70 μL, 0.62 mmol) was added dropwise. The mixture was stirred at −20° C. for 40 minutes before being poured in water ... Product: C1(CCCCC1)N1N=C(C(=C1C=1C=CC2=C(CCCO2)C1)C(C(=O)OCC)=O)C(F)(F)F (ethyl 2-[1-cyclohexyl-5-(3,4-dihydro-2H-1-benzopyran-6-yl)-3-(trifluoromethyl)-1H-pyrazol-4-yl]-2-oxoacetate). Starting materials: C(C)(C)[Mg]Cl (isopropyl magnesium chloride), BrC=1C(=NN(C1C=1C=CC2=C(CCCO2)C1)C1CCCCC1)C(F)(F)F (4-bromo-1-cyclohexyl-5-(3,4-dihydro-2H-1-benzopyran-6-yl)-3-(trifluoromethyl)-1H-pyrazole), ClC(C(=O)OCC)=O (ethyl chlorooxoacetate). Reactants: C([O-])(O)=O.[Na+] (sodium bicarbonate), C([O-])(O)=O.[Na+] (sodium bicarbonate), C(C1=CC=CC=C1)Cl (benzyl chloride), Cl.C(C)(=O)C1(CCNCC1)CC1=CC=C(C=C1)Cl (4-Acetyl-4-(4-chlorobenzyl)-piperidine hydrochloride). The product is C(C1=CC=CC=C1)N1CCC(CC1)(CC1=CC=C(C=C1)Cl)C(C)=O (N-Benzyl-4-Acetyl4-(4-Chlorobenzyl)-piperidine). Yield: 98.8%. Procedure: A suspension of 4-Acetyl-4-(4-chlorobenzyl)-piperidine hydrochloride (0.600 g, 2.09 mmol) in acetonitrile (20 mL) was treated with solid sodium bicarbonate (200 mg, xs) and benzyl chloride (292 mg, 2.3 mol) and heated to reflux for 3 hours. The reaction was then cooled to room temperature, poured into saturated aqueous sodium bicarbonate (200 mL) and extracted with ethyl acetate (3×100 mL). The combined extracts were dried over anhydrous magnesium sulfate, filtered, and concentrated at reduced p... As a reaction SMILES: Cl.[C:2]([C:5]1([CH2:11][C:12]2[CH:17]=[CH:16][C:15]([Cl:18])=[CH:14][CH:13]=2)[CH2:10][CH2:9][NH:8][CH2:7][CH2:6]1)(=[O:4])[CH3:3].C(=O)(O)[O-].[Na+].[CH2:24](Cl)[C:25]1[CH:30]=[CH:29][CH:28]=[CH:27][CH:26]=1>C(#N)C>[CH2:24]([N:8]1[CH2:7][CH2:6][C:5]([C:2](=[O:4])[CH3:3])([CH2:11][C:12]2[CH:13]=[CH:14][C:15]([Cl:18])=[CH:16][CH:17]=2)[CH2:10][CH2:9]1)[C:25]1[CH:30]=[CH:29][CH:28]=[CH:27][CH:26]=1 |f:0.1,2.3|. Run in C(C)#N (acetonitrile). The product is CC1=CN=CN1C1=C(C=CC=C1)CC1=C(C=CC=C1)Cl (5-methyl-1-[α-(0-chlorophenyl)-0-tolyl]imidazole). The reactants are ClC1=C(C=CC=C1)CC=1C(N)=CC=CC1 (α-(0-chlorophenyl)-0-toluidine), C(OCC)(OCC)OCC (triethyl orthoformate), CC1(OCCO1)CN (2-methyl-2-(aminomethyl)-1,3-dioxolane). Reaction SMILES: [Cl:1][C:2]1[CH:7]=[CH:6][CH:5]=[CH:4][C:3]=1[CH2:8][C:9]1[C:10](=[CH:12][CH:13]=[CH:14][CH:15]=1)[NH2:11].[CH:16](OCC)(OCC)OCC.[CH3:26][C:27]1([CH2:32][NH2:33])OCCO1>[Ti](Cl)(Cl)(Cl)Cl>[CH3:26][C:27]1[N:11]([C:10]2[CH:12]=[CH:13][CH:14]=[CH:15][C:9]=2[CH2:8][C:3]2[CH:4]=[CH:5][CH:6]=[CH:7][C:2]=2[Cl:1])[CH:16]=[N:33][CH:32]=1. The reagents and catalysts are [Ti](Cl)(Cl)(Cl)Cl (titanium tetrachloride). Procedure details: In the manner given in Example 3, α-(0-chlorophenyl)-0-toluidine is reacted with triethyl orthoformate, the resulting oil is heated with 2-methyl-2-(aminomethyl)-1,3-dioxolane, and the resulting product treated with titanium tetrachloride to give 5-methyl-1-[α-(0-chlorophenyl)-0-tolyl]imidazole.